Dataset: the Open Reaction Database (ORD), a public repository of structured organic reaction records. Task: describe an organic reaction: reactants, conditions, products, and yield Product: O=[N+]([O-])c1c[nH]c(Cl)n1. The reactants are Cl, O=[N+]([O-])c1c[nH]c([N+](=O)[O-])n1. RXN SMILES: [ClH:1].[N+:2]([O-:3])(=[O:4])[c:5]1[nH:6][cH:7][c:8]([N+:10](=[O:11])[O-:12])[n:9]1>>[Cl:1][c:5]1[nH:6][cH:7][c:8]([N+:10](=[O:11])[O-:12])[n:9]1.